Dataset: the Open Reaction Database (ORD), a public repository of structured organic reaction records. Task: describe an organic reaction: reactants, conditions, products, and yield Starting materials: OCC=1C=C(C(=O)OC)C=C(C1)N1C=CC=C1 (methyl 3-hydroxymethyl-5-(pyrrol-1-yl)benzoate), C(C)(=O)OC(C)=O (acetic anhydride), ice water. The solvent is N1=CC=CC=C1 (pyridine). Reaction conditions: time 3 hour. The product is C(C)(=O)OCC=1C=C(C(=O)OC)C=C(C1)N1C=CC=C1 (methyl 3-acetoxymethyl-5-(pyrrol-1-yl)benzoate). As a reaction SMILES: [OH:1][CH2:2][C:3]1[CH:4]=[C:5]([CH:10]=[C:11]([N:13]2[CH:17]=[CH:16][CH:15]=[CH:14]2)[CH:12]=1)[C:6]([O:8][CH3:9])=[O:7].[C:18](OC(=O)C)(=[O:20])[CH3:19]>N1C=CC=CC=1>[C:18]([O:1][CH2:2][C:3]1[CH:4]=[C:5]([CH:10]=[C:11]([N:13]2[CH:17]=[CH:16][CH:15]=[CH:14]2)[CH:12]=1)[C:6]([O:8][CH3:9])=[O:7])(=[O:20])[CH3:19]. Reported procedure: To a solution of methyl 3-hydroxymethyl-5-(pyrrol-1-yl)benzoate (4.0 g) in pyridine (40 ml) was added acetic anhydride (4.9 ml) under ice cooling. After being stirred for 3 hours under ice cooling, the reaction mixture was poured into ice-water and the product was extracted with diethyl ether. The diethyl ether extracts were washed with water, 1N-hydrochloric acid and brine and dried over magnesium sulfate. The solvent was evaporated in vacuo and the residue was purified by column chromatography...